From a dataset of the Open Reaction Database (ORD), a public repository of structured organic reaction records. describe an organic reaction: reactants, conditions, products, and yield Reactants: FC1=C(C=C(C=C1)C1=C(C(=CC(=C1)C)C)CO)C (4'-Fluoro-2-hydroxymethyl-3,3',5-trimethyl-1,1'-biphenyl), S(=O)(Cl)Cl (thionyl chloride). The solvent is C1(=CC=CC=C1)C (toluene). Run at time 1 hour. Product: ClCC1=C(C=C(C=C1C)C)C1=CC(=C(C=C1)F)C (2-Chloromethyl-4'-fluoro-3,3',5-trimethyl-1,1' -biphenyl). RXN SMILES: [F:1][C:2]1[CH:7]=[CH:6][C:5]([C:8]2[CH:13]=[C:12]([CH3:14])[CH:11]=[C:10]([CH3:15])[C:9]=2[CH2:16]O)=[CH:4][C:3]=1[CH3:18].S(Cl)([Cl:21])=O>C1(C)C=CC=CC=1>[Cl:21][CH2:16][C:9]1[C:10]([CH3:15])=[CH:11][C:12]([CH3:14])=[CH:13][C:8]=1[C:5]1[CH:6]=[CH:7][C:2]([F:1])=[C:3]([CH3:18])[CH:4]=1. Procedure: 4'-Fluoro-2-hydroxymethyl-3,3',5-trimethyl-1,1'-biphenyl (2.77 g, 11.3 mmoles) was added in divided portions to thionyl chloride (10 ml) and then heated with stirring in an 80° bath for one hour. The reaction was then diluted with 50 ml of dry toluene and the solvent was evaporated in vacuo to leave 3.27 g of the title compound. Starting materials: Br, COc1ccc(S(=O)(=O)Cl)cc1OC, Cl, Nc1nc(-c2cccc([N+](=O)[O-])c2)cs1, c1ccncc1. Yields the product COc1ccc(S(=O)(=O)Nc2nc(-c3cccc([N+](=O)[O-])c3)cs2)cc1OC. Reaction SMILES: [BrH:1].[CH3:17][O:18][c:19]1[cH:20][c:21]([S:27](=[O:28])(=[O:29])[Cl:30])[cH:22][cH:23][c:24]1[O:25][CH3:26].[ClH:31].[N+:2](=[O:3])([O-:4])[c:5]1[cH:6][c:7](-[c:11]2[n:12][c:13]([NH2:16])[s:14][cH:15]2)[cH:8][cH:9][cH:10]1.[cH:32]1[cH:33][cH:34][n:35][cH:36][cH:37]1>>[N+:2](=[O:3])([O-:4])[c:5]1[cH:6][c:7](-[c:11]2[n:12][c:13]([NH:16][S:27]([c:21]3[cH:20][c:19]([O:18][CH3:17])[c:24]([O:25][CH3:26])[cH:23][cH:22]3)(=[O:28])=[O:29])[s:14][cH:15]2)[cH:8][cH:9][cH:10]1.